This data is from the Open Reaction Database (ORD), a public repository of structured organic reaction records. The task is: describe an organic reaction: reactants, conditions, products, and yield The reactants are NC=1C(=NC(=CC1)C=1C(=NN(C1)CCCO)C)C(=O)NC (3-Amino-6-[1-(3-hydroxypropyl)-3-methyl-1H-pyrazol-4-yl]-N-methylpyridine-2-carboxamide), NC=1C(=NC(=CC1)C=1C=NN(C1C)CCCOCC1=CC=CC=C1)C(=O)NC (3-amino-6-{1-[3-(benzyloxy)propyl]-5-methyl-1H-pyrazol-4-yl}-N-methylpyridine-2-carboxamide), NC=1C(=NC(=CC1)C=1C=NN(C1C)CCCOCC1=CC=CC=C1)C(=O)NC (3-amino-6-{1-[3-(benzyloxy)propyl]-5-methyl-1H-pyrazol-4-yl}-N-methylpyridine-2-carboxamide). Yields the product NC=1C(=NC(=CC1)C=1C=NN(C1C)CCCO)C(=O)NC (3-Amino-6-[1-(3-hydroxypropyl)-5-methyl-1H-pyrazol-4-yl]-N-methylpyridine-2-carboxamide). Yield: 54.1%. RXN SMILES: NC1C(C(NC)=O)=NC(C2C(C)=NN(CCCO)C=2)=CC=1.[NH2:22][C:23]1[C:24]([C:46]([NH:48][CH3:49])=[O:47])=[N:25][C:26]([C:29]2[CH:30]=[N:31][N:32]([CH2:35][CH2:36][CH2:37][O:38]CC3C=CC=CC=3)[C:33]=2[CH3:34])=[CH:27][CH:28]=1>>[NH2:22][C:23]1[C:24]([C:46]([NH:48][CH3:49])=[O:47])=[N:25][C:26]([C:29]2[CH:30]=[N:31][N:32]([CH2:35][CH2:36][CH2:37][OH:38])[C:33]=2[CH3:34])=[CH:27][CH:28]=1. Procedure: Prepared analogously to Compound 34C replacing Compound 34D with 3-amino-6-{1-[3-(benzyloxy)propyl]-5-methyl-1H-pyrazol-4-yl}-N-methylpyridine-2-carboxamide (Compound 34E, 429 mg, 1.13 mmol) to afford 177 mg of the title compound (54%). 1H NMR (400 MHz, CD3OD) δ 7.75 (s, 1H), 7.35 (d, J=8.8 Hz, 1H), 7.12 (d, J=8.6 Hz, 1H), 4.18 (t, J=7.1 Hz, 2H), 3.51 (t, J=6.2 Hz, 2H), 2.89 (s, 3H), 2.51 (s, 3H), 1.97 (quin, J=6.6 Hz, 2H). MS (ESI): m/z=290.57 [M+H]+. UPLC: tR=0.67 min (UPLC-SQD: analytical—2 m... Reactants: C(C)(=O)C1=CC=C(C#N)C=C1 (4-Acetylbenzonitrile), C(C1=CC=CC=C1)=O (benzaldehyde), [OH-].[Na+] (sodium hydroxide), O (water). The solvent is C(C)O (ethanol). Run at time 15 minute. Product: C(#N)C1=CC=C(C=C1)C(C=CC1=CC=CC=C1)=O (1-(4-Cyanophenyl)-3-phenyl-2-propen-1-one). Isolated yield 90.7%. As a reaction SMILES: [C:1]([C:4]1[CH:11]=[CH:10][C:7]([C:8]#[N:9])=[CH:6][CH:5]=1)(=[O:3])[CH3:2].[OH-].[Na+].O.[CH:15](=O)[C:16]1[CH:21]=[CH:20][CH:19]=[CH:18][CH:17]=1>C(O)C>[C:8]([C:7]1[CH:10]=[CH:11][C:4]([C:1](=[O:3])[CH:2]=[CH:15][C:16]2[CH:21]=[CH:20][CH:19]=[CH:18][CH:17]=2)=[CH:5][CH:6]=1)#[N:9] |f:1.2|. Procedure details: 4-Acetylbenzonitrile (44al, 1.00 g, 6.9 mmol), sodium hydroxide (0.40 g, 10.0 mmol) and water (20 ml) were combined in ethanol (20 ml) and stirred for 15 min at room temperature. Benzaldehyde (1b, 0.70 ml, 6.9 mmol) was added and the mixture stirred for 2 hr at room temperature. The resulting mixture was filtered and recrystallized from ethanol to give 1.46 g (91%) of a yellow solid: mp 120° C. [expected mp 119-120° C.]; 1H NMR: δ 7.34 (m, 3H), 7.62 (m, 2H), 7.80 (m, 4H), 8.06 (d, 2H, J=8.1 Hz);... Starting materials: [BH4-].[Na+] (sodium borohydride), ClC1=CC(=C(C=C1OC)N1C(C2CCCCN2C1=O)=O)F (8-(4-chloro-2-fluoro-5-methoxyphenyl)-7,9-dioxo-1,8-diazabicyclo[4.3.0]nonane), O (water). Run in CO (methanol). Reaction conditions: temperature 30 celsius, time 1 hour. The product is ClC1=CC(=C(C=C1OC)N1C(C2CCCCN2C1=O)O)F (8-(4-chloro-2-fluoro-5-methoxyphenyl)-7-hydroxy-9-oxo-1,8-diazabicyclo[4.3.0]nonane). Yield: 94.7%. Reaction SMILES: [Cl:1][C:2]1[C:7]([O:8][CH3:9])=[CH:6][C:5]([N:10]2[C:18](=[O:19])[N:17]3[CH:12]([CH2:13][CH2:14][CH2:15][CH2:16]3)[C:11]2=[O:20])=[C:4]([F:21])[CH:3]=1.[BH4-].[Na+].O>CO>[Cl:1][C:2]1[C:7]([O:8][CH3:9])=[CH:6][C:5]([N:10]2[C:18](=[O:19])[N:17]3[CH:12]([CH2:13][CH2:14][CH2:15][CH2:16]3)[CH:11]2[OH:20])=[C:4]([F:21])[CH:3]=1 |f:1.2|. Procedure details: 31.3 g (0.10 mol) of 8-(4-chloro-2-fluoro-5-methoxyphenyl)-7,9-dioxo-1,8-diazabicyclo[4.3.0]nonane were dissolved in 200 ml of methanol. 5.7 g (0.15 mol) of sodium borohydride were added in portions at a rate such that the temperature was kept at 30°-40° C. When the addition was complete, the mixture was stirred for a further 1 hour at 30° C. and poured into 500 ml of water. The precipitate which deposited was filtered off under suction and dried. 29.8 g (94% of theory) of 8-(4-chloro-2-fluoro-5... Reactants: O=C([O-])O, ClCCl, CCC(C)=O, COc1cc(C)c(S(=O)(=O)N2CCCCC2COCC(=O)O)c(C)c1, CCOCC, C[Si](C)(C)Cl, [Na+], COc1cc(C)c(S(=O)(=O)N2CCCCC2COCC(=O)N2CCC(O)(c3cccnc3)CC2)c(C)c1, OC1(c2cccnc2)CCNCC1. Product: Cl, COc1cc(C)c(S(=O)(=O)N2CCCCC2COCC(=O)N2CCC(O)(c3cccnc3)CC2)c(C)c1. Reaction SMILES: [C:39](=[O:40])([OH:41])[O-:42].[CH2:86]([Cl:87])[Cl:88].[CH2:89]([C:90]([CH3:91])=[O:92])[CH3:93].[CH3:1][O:2][c:3]1[cH:4][c:5]([CH3:6])[c:7]([S:8]([N:9]2[CH2:10][CH2:11][CH2:12][CH2:13][CH:14]2[CH2:15][O:16][CH2:17][C:18]([OH:19])=[O:20])(=[O:21])=[O:22])[c:23]([CH3:24])[cH:25]1.[CH3:94][CH2:95][O:96][CH2:97][CH3:98].[Cl:81][Si:82]([CH3:83])([CH3:84])[CH3:85].[Na+:43].[OH:44][C:45]1([c:75]2[cH:76][n:77][cH:78][cH:79][cH:80]2)[CH2:46][CH2:47][N:48]([C:51]([CH2:52][O:53][CH2:54][CH:55]2[N:56]([S:61](=[O:62])(=[O:63])[c:64]3[c:65]([CH3:73])[cH:66][c:67]([O:71][CH3:72])[cH:68][c:69]3[CH3:70])[CH2:57][CH2:58][CH2:59][CH2:60]2)=[O:74])[CH2:49][CH2:50]1.[n:26]1[cH:27][cH:28][cH:29][c:30]([C:31]2([OH:32])[CH2:33][CH2:34][NH:35][CH2:36][CH2:37]2)[cH:38]1>>[ClH:81].[OH:44][C:45]1([c:75]2[cH:76][n:77][cH:78][cH:79][cH:80]2)[CH2:46][CH2:47][N:48]([C:51]([CH2:52][O:53][CH2:54][CH:55]2[N:56]([S:61](=[O:62])(=[O:63])[c:64]3[c:65]([CH3:73])[cH:66][c:67]([O:71][CH3:72])[cH:68][c:69]3[CH3:70])[CH2:57][CH2:58][CH2:59][CH2:60]2)=[O:74])[CH2:49][CH2:50]1. Reactants: C(#N)/C(/C(=O)OCC)=C\CC(C)C ((E)-Ethyl 2-Cyano-5-methyl-2-hexenoate), [N+](=O)([O-])C(C)C (2-nitropropane), solution, [O-]CC.[Na+] (sodium ethoxide). Solvent: C(C)O (ethyl alcohol). Product: C(#N)C1(C(C1CC(C)C)(C)C)C(=O)OCC (Ethyl 1-Cyano-2,2-dimethyl-3-isobutylcyclopropanecarboxylate). The yield is 95.4%. RXN SMILES: [C:1](/[C:3](=[CH:9]\[CH2:10][CH:11]([CH3:13])[CH3:12])/[C:4]([O:6][CH2:7][CH3:8])=[O:5])#[N:2].[N+]([CH:17]([CH3:19])[CH3:18])([O-])=O.[O-]CC.[Na+]>C(O)C>[C:1]([C:3]1([C:4]([O:6][CH2:7][CH3:8])=[O:5])[CH:9]([CH2:10][CH:11]([CH3:12])[CH3:13])[C:17]1([CH3:19])[CH3:18])#[N:2] |f:2.3|. Procedure details: A mixture of 490 mg (2.70 mmoles) of cyanoester 5 (produced in accordance with Example V), 0.25 mL (2.78 mmoles) of 2-nitropropane, and 4.0 mL of an 0.65M solution of sodium ethoxide (prepared from sodium metal and ethyl alcohol) in absolute ethyl alcohol was heated at reflux, protected from atmospheric moisture, for 31/2 hours. The product was isolated as described in the procedure of Example VIII, affording 575 mg (95% yield) of cyclopropanoid cyanoester 14: bp 80°-102° C. (bath temperature, 0... Reactants: N1(C(=O)N(C)C=2N=CN(C)C2C1=O)CC(=O)O (1-theobromineacetic acid), O1CCCC=C1 (3,4-dihydro-2H-pyran). Run in C(Cl)Cl (CH2Cl2), C1(=CC=C(C=C1)S(=O)(=O)[O-])C.[NH+]1=CC=CC=C1 (pyridinium p-toluenesulfonate), CCOC(=O)C (EtOAc). Product: N[C@@H](C)C(=O)N1[C@H](C(=O)O)CCC1 (L-alanyl-L-proline). RXN SMILES: [N:1]1([CH2:14][C:15]([OH:17])=[O:16])[C:12](=[O:13])[C:11]2[N:9](C)C=N[C:6]=2N(C)[C:2]1=O.O1C=CC[CH2:20][CH2:19]1>C(Cl)Cl.C1(C)C=CC(S([O-])(=O)=O)=CC=1.[NH+]1C=CC=CC=1.CCOC(C)=O>[NH2:9][C@H:11]([C:12]([N:1]1[CH2:2][CH2:20][CH2:19][C@H:14]1[C:15]([OH:17])=[O:16])=[O:13])[CH3:6] |f:3.4|. Reported procedure: The compound 1 and 3,4-dihydro-2H-pyran in CH2Cl2 and pyridinium p-toluenesulfonate are stirred at room temperature for 12 h as indicated in the schematic below. Then the solution is diluted with EtOAc and washed with half-saturated brine to remove the catalyst. The solvent is evaporated and the residue is treated with NaOH(1N) and EtOH for 30 min. The solution is acidified with AcOH, and the product is extracted with EtOAc. The EtOAc solution is dried, evaporated to give the THP ether 2. The co... The reactants are Cn1cc(CCC(=O)O)c2ccccc21, CC(C)N=C=NC(C)C, CS(=O)(=O)Nc1ccc2c(c1)OC(CN)CO2, CN(C)C=O, O, On1nnc2ccccc21. Yields the product Cn1cc(CCCNCC2COc3ccc(NS(C)(=O)=O)cc3O2)c2ccccc21. RXN SMILES: [CH3:1][n:2]1[cH:3][c:4]([CH2:11][CH2:12][C:13]([OH:14])=[O:15])[c:5]2[cH:6][cH:7][cH:8][cH:9][c:10]12.[CH3:27][CH:28]([N:29]=[C:30]=[N:31][CH:32]([CH3:33])[CH3:34])[CH3:35].[CH3:36][S:37](=[O:38])(=[O:39])[NH:40][c:41]1[cH:42][cH:43][c:44]2[c:45]([cH:52]1)[O:46][CH:47]([CH2:50][NH2:51])[CH2:48][O:49]2.[O:53]=[CH:54][N:55]([CH3:56])[CH3:57].[OH2:16].[OH:17][n:18]1[c:19]2[cH:20][cH:21][cH:22][cH:23][c:24]2[n:25][n:26]1>>[CH3:1][n:2]1[cH:3][c:4]([CH2:11][CH2:12][CH2:13][NH:51][CH2:50][CH:47]2[O:46][c:45]3[c:44]([cH:43][cH:42][c:41]([NH:40][S:37]([CH3:36])(=[O:38])=[O:39])[cH:52]3)[O:49][CH2:48]2)[c:5]2[cH:6][cH:7][cH:8][cH:9][c:10]12. Reactants: C1CCOC1, CCN(Cc1cc(C(F)(F)F)ccc1-c1cncc(CC(=O)OC)c1)C(=O)OCc1ccccc1, CO, [Li+], [OH-], O, O=C(O)CC(O)(CC(=O)O)C(=O)O. The product is CCN(Cc1cc(C(F)(F)F)ccc1-c1cncc(CC(=O)O)c1)C(=O)OCc1ccccc1. RXN SMILES: [CH2:52]1[O:53][CH2:54][CH2:55][CH2:56]1.[CH3:1][O:2][C:3]([CH2:4][c:5]1[cH:6][n:7][cH:8][c:9](-[c:11]2[c:12]([CH2:21][N:22]([CH2:23][CH3:24])[C:25](=[O:26])[O:27][CH2:28][c:29]3[cH:30][cH:31][cH:32][cH:33][cH:34]3)[cH:13][c:14]([C:17]([F:18])([F:19])[F:20])[cH:15][cH:16]2)[cH:10]1)=[O:35].[CH3:57][OH:58].[Li+:37].[OH-:38].[OH2:36].[OH:39][C:40]([CH2:41][C:42]([C:43](=[O:44])[OH:45])([CH2:46][C:47](=[O:48])[OH:49])[OH:50])=[O:51]>>[O:2]=[C:3]([CH2:4][c:5]1[cH:6][n:7][cH:8][c:9](-[c:11]2[c:12]([CH2:21][N:22]([CH2:23][CH3:24])[C:25](=[O:26])[O:27][CH2:28][c:29]3[cH:30][cH:31][cH:32][cH:33][cH:34]3)[cH:13][c:14]([C:17]([F:18])([F:19])[F:20])[cH:15][cH:16]2)[cH:10]1)[OH:35]. Starting materials: CN(CCOC1=CC=C(C=C1)N)C (4-(2-dimethylamino-ethoxy)-phenylamine), C(C)N1CCN(CC1)C=1C=C(C=CC1)NC(=O)C=1C=2N=CC=NC2C(=CC1)C1=C(C=CC(=C1)OC)Cl (8-(2-Chloro-5-methoxy-phenyl)-quinoxaline-5-carboxylic acid [3-(4-ethyl-piperazin-1-yl)-phenyl]-amide). The product is CN(CCOC1=CC=C(C=C1)NC(=O)C=1C=2N=CC=NC2C(=CC1)C1=C(C=CC(=C1)OC)Cl)C (8-(2-Chloro-5-methoxy-phenyl)-quinoxaline-5-carboxylic acid [4-(2-dimethylamino-ethoxy)-phenyl]-amide). Reaction SMILES: [CH3:1][N:2]([CH3:13])[CH2:3][CH2:4][O:5][C:6]1[CH:11]=[CH:10][C:9]([NH2:12])=[CH:8][CH:7]=1.C(N1CCN(C2C=C(N[C:29]([C:31]3[C:32]4[N:33]=[CH:34][CH:35]=[N:36][C:37]=4[C:38]([C:41]4[CH:46]=[C:45]([O:47][CH3:48])[CH:44]=[CH:43][C:42]=4[Cl:49])=[CH:39][CH:40]=3)=[O:30])C=CC=2)CC1)C>>[CH3:1][N:2]([CH3:13])[CH2:3][CH2:4][O:5][C:6]1[CH:11]=[CH:10][C:9]([NH:12][C:29]([C:31]2[C:32]3[N:33]=[CH:34][CH:35]=[N:36][C:37]=3[C:38]([C:41]3[CH:46]=[C:45]([O:47][CH3:48])[CH:44]=[CH:43][C:42]=3[Cl:49])=[CH:39][CH:40]=2)=[O:30])=[CH:8][CH:7]=1. Procedure details: The title compound was prepared in analogy to the procedure described in Step 14.1 but using 4-(2-dimethylamino-ethoxy)-phenylamine (Step 5.1) and 8-(2-chloro-5-methoxyphenyl)-quinoxaline-5-carboxylic acid (Example 63). Title compound: ESI-MS: 476.9 [M]+; tR=3.43 min (System 3). The reactants are C=C(OCC)[Sn](CCCC)(CCCC)CCCC, Cn1ncc2cc(Cc3cnc4ccc(Cl)nn34)ccc21, CN(C)C=O, c1ccc(P(c2ccccc2)(c2ccccc2)[Pd](P(c2ccccc2)(c2ccccc2)c2ccccc2)(P(c2ccccc2)(c2ccccc2)c2ccccc2)P(c2ccccc2)(c2ccccc2)c2ccccc2)cc1. Product: C=C(OCC)c1ccc2ncc(Cc3ccc4c(cnn4C)c3)n2n1. Reaction SMILES: [CH2:22]([Sn:23]([CH2:24][CH2:25][CH2:26][CH3:32])([C:27](=[CH2:28])[O:29][CH2:30][CH3:31])[CH2:33][CH2:34][CH2:35][CH3:36])[CH2:37][CH2:38][CH3:39].[Cl:1][c:2]1[cH:3][cH:4][c:5]2[n:6]([n:7]1)[c:8]([CH2:11][c:12]1[cH:13][c:14]3[cH:15][n:16][n:17]([CH3:21])[c:18]3[cH:19][cH:20]1)[cH:9][n:10]2.[O:40]=[CH:41][N:42]([CH3:43])[CH3:44].[cH:45]1[cH:46][cH:47][c:48]([P:49]([Pd:50]([P:51]([c:52]2[cH:53][cH:54][cH:55][cH:56][cH:57]2)([c:58]2[cH:59][cH:60][cH:61][cH:62][cH:63]2)[c:64]2[cH:65][cH:66][cH:67][cH:68][cH:69]2)([P:70]([c:71]2[cH:72][cH:73][cH:74][cH:75][cH:76]2)([c:77]2[cH:78][cH:79][cH:80][cH:81][cH:82]2)[c:83]2[cH:84][cH:85][cH:86][cH:87][cH:88]2)[P:89]([c:90]2[cH:91][cH:92][cH:93][cH:94][cH:95]2)([c:96]2[cH:97][cH:98][cH:99][cH:100][cH:101]2)[c:102]2[cH:103][cH:104][cH:105][cH:106][cH:107]2)([c:108]2[cH:109][cH:110][cH:111][cH:112][cH:113]2)[c:114]2[cH:115][cH:116][cH:117][cH:118][cH:119]2)[cH:120][cH:121]1>>[c:2]1([C:27](=[CH2:28])[O:29][CH2:30][CH3:31])[cH:3][cH:4][c:5]2[n:6]([n:7]1)[c:8]([CH2:11][c:12]1[cH:13][c:14]3[cH:15][n:16][n:17]([CH3:21])[c:18]3[cH:19][cH:20]1)[cH:9][n:10]2.